Dataset: the Open Reaction Database (ORD), a public repository of structured organic reaction records. Task: describe an organic reaction: reactants, conditions, products, and yield Reactants: C(C)C1=NN(C(S1)=N)CC1=CC=C(C=C1)C1=C(C=CC=C1)C1=NN=NN1 (5-ethyl-2-imino-3-[[2'-(1H-tetrazol-5-yl)biphenyl-4-yl]methyl]-1,3,4-thiadiazoline), C12=C(CCC1)C(=O)OC2=O (1-cyclopentene-1,2-dicarboxylic anhydride), O (water). Solvent: CN(C=O)C (N,N-dimethylformamide). Run at time 6 hour. Product: C(C)C1=NN(C(S1)=NC(=O)C1=C(CCC1)C(=O)O)CC1=CC=C(C=C1)C1=C(C=CC=C1)C1=NN=NN1 (2-[[5-ethyl-3-[2'-(1H-tetrazol-5-yl)-biphenyl-4-yl]methyl-1,3,4-thiadiazolin-2-yliden]-aminocarbonyl]-1-cyclopentenecarboxylic acid). The yield is 90.4%. RXN SMILES: [CH2:1]([C:3]1[S:7][C:6](=[NH:8])[N:5]([CH2:9][C:10]2[CH:15]=[CH:14][C:13]([C:16]3[CH:21]=[CH:20][CH:19]=[CH:18][C:17]=3[C:22]3[NH:26][N:25]=[N:24][N:23]=3)=[CH:12][CH:11]=2)[N:4]=1)[CH3:2].[C:27]12[C:35](=[O:36])[O:34][C:32](=[O:33])[C:28]=1[CH2:29][CH2:30][CH2:31]2.O>CN(C)C=O>[CH2:1]([C:3]1[S:7][C:6](=[N:8][C:35]([C:27]2[CH2:31][CH2:30][CH2:29][C:28]=2[C:32]([OH:34])=[O:33])=[O:36])[N:5]([CH2:9][C:10]2[CH:11]=[CH:12][C:13]([C:16]3[CH:21]=[CH:20][CH:19]=[CH:18][C:17]=3[C:22]3[NH:23][N:24]=[N:25][N:26]=3)=[CH:14][CH:15]=2)[N:4]=1)[CH3:2]. Reported procedure: To a solution of 5-ethyl-2-imino-3-[[2'-(1H-tetrazol-5-yl)biphenyl-4-yl]methyl]-1,3,4-thiadiazoline (3.63 g) in N,N-dimethylformamide (30 ml) was added 1-cyclopentene-1,2-dicarboxylic anhydride (1.44 g), and they were stirred at room temperature for 6 hours. To the reaction mixture was added water (200 ml), and powders so precipitated were collected by filtration. The powders so obtained were washed successively with water and methanol and then dried, whereby 4.53 g of the title compound was obt... The reactants are CC1=NC2=C(C=C(C=3CCC(NC23)C2=CC=CC=C2)C(=O)O)N1C (2,3-dimethyl-8-phenyl-6,7,8,9-tetrahydro-3H-imidazo[4,5-h]quinoline-5-carboxylic acid), O (water), N,N′-carbonyldiimidazole, CN (methylamine). Solvent: O1CCCC1 (tetrahydrofuran), CN(C=O)C (N,N-dimethylformamide). Conditions: time 1 hour. The product is CNC(=O)C=1C=2CCC(NC2C2=C(C1)N(C(=N2)C)C)C2=CC=CC=C2 (2,3-Dimethyl-8-phenyl-6,7,8,9-tetrahydro-3H-imidazo[4,5-h]quinoline-5-carboxylic Acid Methylamide). The yield is 83.9%. As a reaction SMILES: [CH3:1][C:2]1[N:23]([CH3:24])[C:5]2[CH:6]=[C:7]([C:20](O)=[O:21])[C:8]3[CH2:9][CH2:10][CH:11]([C:14]4[CH:19]=[CH:18][CH:17]=[CH:16][CH:15]=4)[NH:12][C:13]=3[C:4]=2[N:3]=1.[CH3:25][NH2:26].O>O1CCCC1.CN(C)C=O>[CH3:25][NH:26][C:20]([C:7]1[C:8]2[CH2:9][CH2:10][CH:11]([C:14]3[CH:19]=[CH:18][CH:17]=[CH:16][CH:15]=3)[NH:12][C:13]=2[C:4]2[N:3]=[C:2]([CH3:1])[N:23]([CH3:24])[C:5]=2[CH:6]=1)=[O:21]. Procedure details: To a suspension of 1.0 g (3.1 mmol) 2,3-dimethyl-8-phenyl-6,7,8,9-tetrahydro-3H-imidazo[4,5-h]quinoline-5-carboxylic acid in 10 ml tetrahydrofuran and 5 ml N,N-dimethylformamide were added 1.0 g (6.2 mmol) N,N′-carbonyldiimidazole. After 1 h at 60° C., the solution was cooled down and 15.6 ml (31.2 mmol) methylamine (2M in tetrahydrofuran) were added. The mixture was stirred 2 h at ambient temperature and then poured into 50 ml water. The precipitate was collected, washed with water and dried at... Reactants: NC1=CC=C(C=C1)N1N=CN=C1 (1-(4′-Aminophenyl)-1,2,4-triazole), C(C)(=O)OC(C)=O (acetic anhydride), [N+](=O)(O)[O-] (HNO3). Run at temperature 10 celsius, time 10 minute. Yields the product [N+](=O)([O-])C1=C(C=CC(=C1)N1N=CN=C1)NC(C)=O (N-(2-Nitro-4-[1,2,4]triazol-1-yl-phenyl)-acetamide). As a reaction SMILES: [NH2:1][C:2]1[CH:7]=[CH:6][C:5]([N:8]2[CH:12]=[N:11][CH:10]=[N:9]2)=[CH:4][CH:3]=1.[C:13]([O:16]C(=O)C)(=O)[CH3:14].[N+:20]([O-])([OH:22])=[O:21]>>[N+:20]([C:3]1[CH:4]=[C:5]([N:8]2[CH:12]=[N:11][CH:10]=[N:9]2)[CH:6]=[CH:7][C:2]=1[NH:1][C:13](=[O:16])[CH3:14])([O-:22])=[O:21]. Procedure: 1-(4′-Aminophenyl)-1,2,4-triazole (500 mg) was added to acetic anhydride (2.3 mL) over 10 min and the mixture was cooled down to 10° C. HNO3 (65% in water, 0.65 mL) was added slowly to keep the temperature of the reaction mixture below 15° C. After the end of the addition, the reaction mixture was allowed to warm to RT over 1 h, was quenched with ice-cold water and stirred for 10 min. The resulting mixture was basified with aq. NH4OH (25%) to pH=12 and extracted with DCM. The phases were separat... Product: O=[N+]([O-])c1ccc(S(=O)(=O)Cl)cc1. The reactants are CSc1ccc([N+](=O)[O-])cc1, Clc1ccccc1, O, O=S(=O)(Cl)Cl. As a reaction SMILES: [CH3:1][S:2][c:3]1[cH:4][cH:5][c:6]([N+:9](=[O:10])[O-:11])[cH:7][cH:8]1.[Cl:18][c:19]1[cH:20][cH:21][cH:22][cH:23][cH:24]1.[OH2:12].[S:13](=[O:14])(=[O:15])([Cl:16])[Cl:17]>>[c:3]1([S:13](=[O:14])(=[O:15])[Cl:17])[cH:4][cH:5][c:6]([N+:9](=[O:10])[O-:11])[cH:7][cH:8]1. Reactants: FC(F)(F)c1nc2cnccn2c1Br, COCCOC, [Na+], [Na+], O=C([O-])[O-], O, OB(O)c1ccc(F)cc1. Yields the product Fc1ccc(-c2c(C(F)(F)F)nc3cnccn23)cc1. As a reaction SMILES: [Br:1][c:2]1[c:3]([C:11]([F:12])([F:13])[F:14])[n:4][c:5]2[n:6]1[cH:7][cH:8][n:9][cH:10]2.[CH3:32][O:33][CH2:34][CH2:35][O:36][CH3:37].[Na+:25].[Na+:26].[O-:27][C:28](=[O:29])[O-:30].[OH2:31].[OH:15][B:16]([OH:17])[c:18]1[cH:19][cH:20][c:21]([F:22])[cH:23][cH:24]1>>[c:2]1(-[c:18]2[cH:19][cH:20][c:21]([F:22])[cH:23][cH:24]2)[c:3]([C:11]([F:12])([F:13])[F:14])[n:4][c:5]2[n:6]1[cH:7][cH:8][n:9][cH:10]2. The reagents and catalysts are [Fe] (iron). Run in C(C)(=O)O (acetic acid), C(C)(=O)OCC (ethyl acetate), C(C)(=O)O (acetic acid). The yield is 91.4%. Procedure: To a mixture of 3.6 g of an iron powder, 10 ml of acetic acid and 1 ml of water was added a solution of 3.67 g of N-[2-fluoro-5-{2-(methoxycarbonyl)methoxy-3-pyridyloxy}-4-nitrophenyl]acetamide in 12 ml of acetic acid and 2 ml of ethyl acetate, dropwise while maintaining the temperature of the reaction solution at 45° C. or lower. After completion of the addition, the mixture was stirred for 1 hour at 40° C., then, the reaction mixture was filtrated through Celite, and concentrated. The residue ... Run at temperature 45 celsius, time 1 hour. RXN SMILES: O.[F:2][C:3]1[CH:8]=[C:7]([N+:9]([O-])=O)[C:6]([O:12][C:13]2[C:14]([O:19][CH2:20][C:21]([O:23][CH3:24])=[O:22])=[N:15][CH:16]=[CH:17][CH:18]=2)=[CH:5][C:4]=1[NH:25][C:26](=[O:28])[CH3:27]>C(O)(=O)C.C(OCC)(=O)C.[Fe]>[NH2:9][C:7]1[C:6]([O:12][C:13]2[C:14]([O:19][CH2:20][C:21]([O:23][CH3:24])=[O:22])=[N:15][CH:16]=[CH:17][CH:18]=2)=[CH:5][C:4]([NH:25][C:26](=[O:28])[CH3:27])=[C:3]([F:2])[CH:8]=1. The product is NC1=CC(=C(C=C1OC=1C(=NC=CC1)OCC(=O)OC)NC(C)=O)F (N-[4-amino-2-fluoro-5-{2-(methoxycarbonyl)methoxy-3-pyridyl oxy}phenyl]acetamide). Starting materials: FC1=C(C=C(C(=C1)[N+](=O)[O-])OC=1C(=NC=CC1)OCC(=O)OC)NC(C)=O (N-[2-fluoro-5-{2-(methoxycarbonyl)methoxy-3-pyridyloxy}-4-nitrophenyl]acetamide), O (water). The reactants are COC(C1=C(N=C(C=C1Cl)C)OC1=C(C=C(C=C1C)Cl)C)=O (4-chloro-6-methyl-2-(4-Chloro-2,6-dimethyl-phenoxy)-nicotinic acid methyl ester), C(C)C(CC)N (1-ethyl-propyl-amine). Run in CS(=O)C (DMSO). Conditions: temperature 120 celsius. Yields the product COC(C1=C(N=C(C=C1NC(CC)CC)C)OC1=C(C=C(C=C1C)Cl)C)=O (2-(4-Chloro-2,6-dimethyl-phenoxy)-4-(1-ethyl-propylamino)-6-methyl-nicotinic acid methyl ester). RXN SMILES: [CH3:1][O:2][C:3](=[O:22])[C:4]1[C:9](Cl)=[CH:8][C:7]([CH3:11])=[N:6][C:5]=1[O:12][C:13]1[C:18]([CH3:19])=[CH:17][C:16]([Cl:20])=[CH:15][C:14]=1[CH3:21].[CH2:23]([CH:25]([NH2:28])[CH2:26][CH3:27])[CH3:24]>CS(C)=O>[CH3:1][O:2][C:3](=[O:22])[C:4]1[C:9]([NH:28][CH:25]([CH2:26][CH3:27])[CH2:23][CH3:24])=[CH:8][C:7]([CH3:11])=[N:6][C:5]=1[O:12][C:13]1[C:18]([CH3:19])=[CH:17][C:16]([Cl:20])=[CH:15][C:14]=1[CH3:21]. Reported procedure: A mixture of 4-chloro-6-methyl-2-(4-Chloro-2,6-dimethyl-phenoxy)-nicotinic acid methyl ester (77 mg, 0.226 mmol) and 1-ethyl-propyl-amine in DMSO was heated at 120° C. for 4 hr. The mixture was quenched with sat. ammonium chloride, water, brine and extracted with ethyl acetate. The organic layer was dried and concentrated to give 140 mg of yellow solid. 1H NMR(CDCl3) d 8.10(d, 1H), 7.03(s, 2H), 6.09(s, 1H), 3.88(s, 3H), 3.35(m, 1H), 2.10(s, 3H), 2.08(s, 6H), 1.5-1.7(m, 4H), 0.96(t, 6H) ppm. Starting materials: [Li+].C[Si](C)(C)[N-][Si](C)(C)C (LHMDS), C1CCOC1 (THF), C1=CC=CC2=CC=CC=C12 (naphthalene), CNC (dimethylamine). Reagents/catalysts: CC(C)OC1=C(C(=CC=C1)OC(C)C)C2=CC=CC=C2P(C3CCCCC3)C4CCCCC4.CC(C)(C)OC.C1=CC=C([C-]=C1)CCN.Cl[Pd+] (Ruphos palladacycle). Conditions: temperature 85 celsius. Product: CN(C=1C=CC=C2C=C3C(=CC12)C(CC3)=O)C (8-(Dimethylamino)-2,3-dihydro-1H-cyclopenta[b]naphthalen-1-one). Yield: 77.0%. Reaction SMILES: [Li+].C[Si]([N-][Si](C)(C)C)(C)C.[CH:11]1[C:20]2[C:15](=[CH:16][CH:17]=[CH:18][CH:19]=2)[CH:14]=[CH:13][CH:12]=1.[CH3:21][NH:22][CH3:23].[CH2:24]1C[O:27][CH2:26][CH2:25]1>CC(OC1C=CC=C(OC(C)C)C=1C1C(P(C2CCCCC2)C2CCCCC2)=CC=CC=1)C.CC(OC)(C)C.C1C=[C-]C(CCN)=CC=1.Cl[Pd+]>[CH3:21][N:22]([CH3:23])[C:11]1[CH:12]=[CH:13][CH:14]=[C:15]2[C:20]=1[CH:19]=[C:18]1[C:26](=[O:27])[CH2:25][CH2:24][C:17]1=[CH:16]2 |f:0.1,5.6.7.8|. Reported procedure: Follows general procedure E: Ruphos palladacycle (1.5 mg, 0.0020 mmol), LHMDS (0.15 mL, 0.15 mmol), naphthalene (0.016 g, 0.074 mmol), THF (0.30 mL), and dimethylamine (0.11 mL, 0.22 mmol). The reaction mixture was heated at 85° C. for 2.5 h, turning the reaction mixture dark brown over time. The crude product was purified by silica gel flash column chromatography (1.5 cm, 5% ethyl acetate/hexanes) to yield the title compound as a yellow solid (13 mg, 77%).